Dataset: the Open Reaction Database (ORD), a public repository of structured organic reaction records. Task: describe an organic reaction: reactants, conditions, products, and yield The reactants are CCO, CCOC(=O)CCNC(=O)c1ccc(NC(c2sc3ccccc3c2C)C2CCCCC2)cn1, [Na+], C1CCOC1, [OH-]. The product is Cc1c(C(Nc2ccc(C(=O)NCCC(=O)O)nc2)C2CCCCC2)sc2ccccc12. Reaction SMILES: [CH3:42][CH2:43][OH:44].[CH:1]1([CH:7]([c:8]2[s:9][c:10]3[c:11]([c:12]2[CH3:13])[cH:14][cH:15][cH:16][cH:17]3)[NH:18][c:19]2[cH:20][cH:21][c:22]([C:25](=[O:26])[NH:27][CH2:28][CH2:29][C:30](=[O:31])[O:32][CH2:33][CH3:34])[n:23][cH:24]2)[CH2:2][CH2:3][CH2:4][CH2:5][CH2:6]1.[Na+:41].[O:35]1[CH2:36][CH2:37][CH2:38][CH2:39]1.[OH-:40]>>[CH:1]1([CH:7]([c:8]2[s:9][c:10]3[c:11]([c:12]2[CH3:13])[cH:14][cH:15][cH:16][cH:17]3)[NH:18][c:19]2[cH:20][cH:21][c:22]([C:25](=[O:26])[NH:27][CH2:28][CH2:29][C:30](=[O:31])[OH:32])[n:23][cH:24]2)[CH2:2][CH2:3][CH2:4][CH2:5][CH2:6]1. Reactants: CCO, CC1(C)CC(=O)C(C)(C)O1, CCOC=O, [H-], [Na+], O. Product: CC1(C)OC(C)(C)C(=CO)C1=O. Reaction SMILES: [CH3:13][CH2:14][OH:15].[CH3:1][C:2]1([CH3:10])[O:3][C:4]([CH3:8])([CH3:9])[CH2:5][C:6]1=[O:7].[CH:16]([O:17][CH2:18][CH3:19])=[O:20].[H-:11].[Na+:12].[OH2:21]>>[CH3:1][C:2]1([CH3:10])[O:3][C:4]([CH3:8])([CH3:9])[C:5](=[CH:14][OH:15])[C:6]1=[O:7]. Starting materials: C1(=CC=CC=C1)/C=C/S(=O)(=O)NC=1C=C(C=CC1)C=CC(=O)Cl (3-{3-[(E)-2-Phenylethenesulfonylamino]phenyl}acryloyl chloride), Cl.NO (hydroxylamine hydrochloride), C(=O)(O)[O-].[Na+] (NaHCO3), resultant mixture. Run in O1CCCC1 (tetrahydrofuran), O1CCCC1 (tetrahydrofuran). Reaction conditions: time 1 hour. Product: ONC(C=CC1=CC(=CC=C1)NS(=O)(=O)\C=C\C1=CC=CC=C1)=O (N-Hydroxy-3-{3-[(E)-2-phenylethenesulfonylamino]phenyl}acrylamide). Reaction SMILES: Cl.[NH2:2][OH:3].C([O-])(O)=O.[Na+].[C:9]1(/[CH:15]=[CH:16]/[S:17]([NH:20][C:21]2[CH:22]=[C:23]([CH:27]=[CH:28][C:29](Cl)=[O:30])[CH:24]=[CH:25][CH:26]=2)(=[O:19])=[O:18])[CH:14]=[CH:13][CH:12]=[CH:11][CH:10]=1>O1CCCC1>[OH:3][NH:2][C:29](=[O:30])[CH:28]=[CH:27][C:23]1[CH:24]=[CH:25][CH:26]=[C:21]([NH:20][S:17](/[CH:16]=[CH:15]/[C:9]2[CH:14]=[CH:13][CH:12]=[CH:11][CH:10]=2)(=[O:19])=[O:18])[CH:22]=1 |f:0.1,2.3|. Reported procedure: To a suspension of hydroxylamine hydrochloride (0.27 g, 3.88 mmol) in tetrahydrofuran (5 ml) a saturated NaHCO3 solution (3 ml) was added and the resultant mixture was stirred at ambient temperature for 10 min. To the reaction mixture a solution of crude 3-{3-[(E)-2-phenylethenesulfonylamino]phenyl}acryloyl chloride (27a) (0.27 g, 0.77 mmol) in tetrahydrofuran (3.5 ml) was added and the mixture was stirred at ambient temperature for one hour. The reaction mixture was partitioned between ethyl ac...